From a dataset of the Open Reaction Database (ORD), a public repository of structured organic reaction records. describe an organic reaction: reactants, conditions, products, and yield The reactants are [Br-], O=C([O-])O, Cc1ncoc1C=O, Fc1ccc([Mg+])cc1, [Na+], C1CCOC1. Yields the product Cc1ncoc1C(O)c1ccc(F)cc1. As a reaction SMILES: [Br-:9].[C:18](=[O:19])([O-:20])[OH:21].[CH3:1][c:2]1[n:3][cH:4][o:5][c:6]1[CH:7]=[O:8].[F:10][c:11]1[cH:12][cH:13][c:14]([Mg+:17])[cH:15][cH:16]1.[Na+:22].[O:23]1[CH2:24][CH2:25][CH2:26][CH2:27]1>>[CH3:1][c:2]1[n:3][cH:4][o:5][c:6]1[CH:7]([OH:8])[c:14]1[cH:13][cH:12][c:11]([F:10])[cH:16][cH:15]1. Reactants: C1(CC1)CNC(=O)NC1=CC=C(C=C1)O (1-(cyclopropylmethyl)-3-(4-hydroxyphenyl)urea), [F-].[Cs+] (cesium fluoride), CS(=O)(=O)OC1CCN(CC1)C(=O)OC(C)(C)C (tert-butyl 4-(methylsulfonyloxy)piperidine-1-carboxylate). Solvent: CC(=O)N(C)C (dimethylacetamide), CC(=O)N(C)C (dimethylacetamide). Reaction conditions: temperature 85 celsius. Yields the product C1(CC1)CNC(NC1=CC=C(OC2CCN(CC2)C(=O)OC(C)(C)C)C=C1)=O (tert-Butyl 4-(4-(3-(cyclopropylmethyl)ureido)phenoxy)piperidine-1-carboxylate). RXN SMILES: [CH:1]1([CH2:4][NH:5][C:6]([NH:8][C:9]2[CH:14]=[CH:13][C:12]([OH:15])=[CH:11][CH:10]=2)=[O:7])[CH2:3][CH2:2]1.[F-].[Cs+].CS(O[CH:23]1[CH2:28][CH2:27][N:26]([C:29]([O:31][C:32]([CH3:35])([CH3:34])[CH3:33])=[O:30])[CH2:25][CH2:24]1)(=O)=O>CC(N(C)C)=O>[CH:1]1([CH2:4][NH:5][C:6](=[O:7])[NH:8][C:9]2[CH:10]=[CH:11][C:12]([O:15][CH:23]3[CH2:28][CH2:27][N:26]([C:29]([O:31][C:32]([CH3:35])([CH3:34])[CH3:33])=[O:30])[CH2:25][CH2:24]3)=[CH:13][CH:14]=2)[CH2:3][CH2:2]1 |f:1.2|. Procedure: To a stirring solution of 1-(cyclopropylmethyl)-3-(4-hydroxyphenyl)urea (6.79 mmol, 1.4 g) in dimethylacetamide (50 mL) was added cesium fluoride (20.36 mmol, 3.09 g) followed by a solution of tert-butyl 4-(methylsulfonyloxy)piperidine-1-carboxylate (8.15 mmol, 2.276 g) in dimethylacetamide (50 mL). The resulting suspension was heated to 85° C. overnight. The reaction mixture was filtered and the filtrate concentrated under vacuum. The residue was dissolved in dichloromethane and washed with wat... Reactants: COCCOC (Ethylene glycol dimethyl ether), CC1(OB(OC1(C)C)C1=CC=NC=C1)C (4-(4,4,5,5-tetramethyl-1,3,2-dioxaborolan-2-yl)pyridine), C([O-])([O-])=O.[Na+].[Na+] (sodium carbonate), C(C1=CC=CC=C1)OC1=C(C(=O)NC2=C(C(=O)OC(C)(C)C)C=CC(=C2)C2=CC=CC=C2)C=CC(=C1)I (tert-butyl 2-(2-(benzyloxy)-4-iodobenzamido)-4-phenylbenzoate). Reagents/catalysts: Cl[Pd]([P](C1=CC=CC=C1)(C2=CC=CC=C2)C3=CC=CC=C3)([P](C4=CC=CC=C4)(C5=CC=CC=C5)C6=CC=CC=C6)Cl (bis(triphenylphosphine)palladium(II) dichloride), Cl[Pd]([P](C1=CC=CC=C1)(C2=CC=CC=C2)C3=CC=CC=C3)([P](C4=CC=CC=C4)(C5=CC=CC=C5)C6=CC=CC=C6)Cl (bis(triphenylphosphine)palladium(II) dichloride), Cl[Pd]([P](C1=CC=CC=C1)(C2=CC=CC=C2)C3=CC=CC=C3)([P](C4=CC=CC=C4)(C5=CC=CC=C5)C6=CC=CC=C6)Cl (bis(triphenylphosphine)palladium(II) dichloride). Solvent: O (water), C(C)(=O)OCC (ethyl acetate), O (water). Yields the product C(C1=CC=CC=C1)OC1=C(C(=O)NC2=C(C(=O)OC(C)(C)C)C=CC(=C2)C2=CC=CC=C2)C=CC(=C1)C1=CC=NC=C1 (tert-butyl 2-(2-(benzyloxy)-4-(pyridin-4-yl)benzamido)-4-phenylbenzoate). Yield: 49.9%. As a reaction SMILES: COCCOC.CC1(C)C(C)(C)OB([C:15]2[CH:20]=[CH:19][N:18]=[CH:17][CH:16]=2)O1.C(=O)([O-])[O-].[Na+].[Na+].[CH2:28]([O:35][C:36]1[CH:63]=[C:62](I)[CH:61]=[CH:60][C:37]=1[C:38]([NH:40][C:41]1[CH:53]=[C:52]([C:54]2[CH:59]=[CH:58][CH:57]=[CH:56][CH:55]=2)[CH:51]=[CH:50][C:42]=1[C:43]([O:45][C:46]([CH3:49])([CH3:48])[CH3:47])=[O:44])=[O:39])[C:29]1[CH:34]=[CH:33][CH:32]=[CH:31][CH:30]=1>Cl[Pd](Cl)([P](C1C=CC=CC=1)(C1C=CC=CC=1)C1C=CC=CC=1)[P](C1C=CC=CC=1)(C1C=CC=CC=1)C1C=CC=CC=1.C(OCC)(=O)C.O>[CH2:28]([O:35][C:36]1[CH:63]=[C:62]([C:15]2[CH:16]=[CH:17][N:18]=[CH:19][CH:20]=2)[CH:61]=[CH:60][C:37]=1[C:38]([NH:40][C:41]1[CH:53]=[C:52]([C:54]2[CH:59]=[CH:58][CH:57]=[CH:56][CH:55]=2)[CH:51]=[CH:50][C:42]=1[C:43]([O:45][C:46]([CH3:49])([CH3:48])[CH3:47])=[O:44])=[O:39])[C:29]1[CH:30]=[CH:31][CH:32]=[CH:33][CH:34]=1 |f:2.3.4,^1:67,86|. Procedure details: Ethylene glycol dimethyl ether (12 mL), water (3.6 mL), 4-(4,4,5,5-tetramethyl-1,3,2-dioxaborolan-2-yl)pyridine (0.49 g), sodium carbonate (0.50 g), and bis(triphenylphosphine)palladium(II) dichloride (14 mg) were added to tert-butyl 2-(2-(benzyloxy)-4-iodobenzamido)-4-phenylbenzoate (1.2 g), followed by heating to reflux under a nitrogen atmosphere for 2 hours. The reaction mixture was cooled to room temperature, and bis(triphenylphosphine)palladium(II) dichloride (28 mg) was added thereto, fol...